This data is from the Open Reaction Database (ORD), a public repository of structured organic reaction records. The task is: describe an organic reaction: reactants, conditions, products, and yield Starting materials: CCN(CC)C(=O)Oc1cccc2ccccc12 (substrate), F[B-](F)(F)c1ccoc1.[K+] (effective_coupling_partner). Reagents/catalysts: PCy3. Run at temperature 110 celsius, time 4 hour. The product is c3ccc2c(c1ccoc1)cccc2c3. The reactants are S(=O)(Cl)Cl (thionyl chloride), O (water), C1(CC1)C(C=C)(O)C1=CC=C(C=C1)Cl (1-cyclopropyl-1-(4-chlorophenyl)-2-propen-1-ol), N1=CC=CC=C1 (pyridine). Solvent: C(C)OCC (diethyl ether), CCCCCC (hexane). Conditions: time 30 minute. Yields the product C1(CC1)C(=CCCl)C1=CC=C(C=C1)Cl (1-cyclopropyl-1-(4-chlorophenyl)-3-chloro-1-propene). The yield is 71.4%. As a reaction SMILES: [CH:1]1([C:4]([C:8]2[CH:13]=[CH:12][C:11]([Cl:14])=[CH:10][CH:9]=2)(O)[CH:5]=[CH2:6])[CH2:3][CH2:2]1.N1C=CC=CC=1.S(Cl)([Cl:23])=O.O>C(OCC)C.CCCCCC>[CH:1]1([C:4]([C:8]2[CH:13]=[CH:12][C:11]([Cl:14])=[CH:10][CH:9]=2)=[CH:5][CH2:6][Cl:23])[CH2:3][CH2:2]1. Procedure details: A stirred solution of 11.0 grams (0.053 mole) of 1-cyclopropyl-1-(4-chlorophenyl)-2-propen-1-ol and 4.6 grams (0.058 mole) of pyridine in 100 ml of diethyl ether was cooled to 0°C., and 6.8 grams (0.058 mole) of thionyl chloride was added dropwise during a 10 minute period. Upon completion of addition, the reaction mixture was stirred for 30 minutes and then was taken up in 100 ml of hexane; 50 ml of water was then carefully added. The aqueous layer was separated and was extracted with hexane. T...